This data is from the Open Reaction Database (ORD), a public repository of structured organic reaction records. The task is: describe an organic reaction: reactants, conditions, products, and yield The reactants are ClC=1C=CC=2N(C1)C=C(N2)C2=CC(=C(C=C2)C(F)(F)F)[N+](=O)[O-] (6-chloro-2-[3-nitro-4-(trifluoromethyl)phenyl]imidazo[1,2-a]pyridine), CC(=O)O (HOAc). Reagents/catalysts: [Fe] (Iron). Solvent: C(C)O.O (EtOH—H2O). Run at temperature 80 celsius, time 2 hour. Product: ClC=1C=CC=2N(C1)C=C(N2)C2=CC(=C(C=C2)C(F)(F)F)N (6-chloro-2-[3-amino-4-(trifluoromethyl)phenyl]imidazo[1,2-a]pyridine). The yield is 96.2%. Reaction SMILES: [Cl:1][C:2]1[CH:3]=[CH:4][C:5]2[N:6]([CH:8]=[C:9]([C:11]3[CH:16]=[CH:15][C:14]([C:17]([F:20])([F:19])[F:18])=[C:13]([N+:21]([O-])=O)[CH:12]=3)[N:10]=2)[CH:7]=1.CC(O)=O>[Fe].C(O)C.O>[Cl:1][C:2]1[CH:3]=[CH:4][C:5]2[N:6]([CH:8]=[C:9]([C:11]3[CH:16]=[CH:15][C:14]([C:17]([F:19])([F:18])[F:20])=[C:13]([NH2:21])[CH:12]=3)[N:10]=2)[CH:7]=1 |f:3.4|. Procedure: Iron (0.140 g) is added to a mixture of 6-chloro-2-[3-nitro-4-(trifluoromethyl)phenyl]imidazo[1,2-a]pyridine (0.171 g), HOAc (0.230 mL) and EtOH—H2O (2 mL, 4:1). The mixture is stirred at 80° C. for 2 hours, then cooled, concentrated, taken into sat. NaHCO3 aqueous solution, extracted with EtOAc and CH2Cl2. Organics are dried and concentrated to give the title compound (150 mg, 96% yield), which is used without further purification. LCMS m/z=312.4 [M+H]+, tR=1.96 min. Starting materials: ClC1=CC=C(C=N1)NC(=S)NC (1-(6-chloro-3-pyridyl)-3methylthiourea), N#CN (cyanamide), C1(CCCCC1)N=C=NC1CCCCC1 (dicyclohexylcarbodiimide), C(C)#N (acetonitrile). Reagents/catalysts: C(C)N(C(C)C)C(C)C (ethyl diisopropylamine). Reaction conditions: time 34 hour. The product is ClC1=CC=CC(=N1)NC(=NC#N)NC (1-(6-chloro-pyridyl)-2-cyano-3-methylguanidine). Reaction SMILES: [Cl:1][C:2]1[N:7]=[CH:6][C:5](NC(NC)=S)=[CH:4][CH:3]=1.[N:13]#[C:14][NH2:15].[CH:16]1([N:22]=C=NC2CCCCC2)CCCCC1.[C:31](#[N:33])C>C(N(C(C)C)C(C)C)C>[Cl:1][C:2]1[N:7]=[C:6]([NH:13][C:14]([NH:33][CH3:31])=[N:15][C:16]#[N:22])[CH:5]=[CH:4][CH:3]=1. Procedure: A mixture of 1.03g of 1-(6-chloro-3-pyridyl)-3methylthiourea, 0.32g of cyanamide, 1.58g of dicyclohexylcarbodiimide, 3 drops of ethyl diisopropylamine and 10ml of acetonitrile was stirred for 34 hours at room temperature and filtered to collect an insoluble substance. The insoluble substance was recrystallized from a mixed solvent cf acetonitrile and methanol, and then from acetonitrile to obtain 0.31g of 1-(6-chloro-pyridyl)-2-cyano-3-methylguanidine (Compound No. 24). Starting materials: C1(=CC=CC=C1)S(=O)(=O)CC1=CC=C(C(=C1C(=O)OCC)O)C1=COC=C1 (ethyl 6-(benzenesulphonylmethyl)-3-(furan-3-yl)-2-hydroxybenzoate), BrC=1C(=C(C(=O)OC)C(=CC1)CS(=O)(=O)C1=C(C=CC=C1)O)OC (methyl 3-bromo-6-(2-hydroxybenzenesulphonylmethyl)-2-methoxybenzoate), BrC=1C(=C(C(=O)OC)C(=CC1)CS(=O)(=O)C1=C(C=CC=C1)O)OC (methyl 3-bromo-6-(2-hydroxybenzenesulphonylmethyl)-2-methoxybenzoate). The product is O1C=C(C=C1)C=1C(=C(C(=O)OC)C(=CC1)CS(=O)(=O)C1=C(C=CC=C1)O)OC (Methyl 3-(furan-3-yl)-6-(2-hydroxybenzenesulphonylmethyl)-2-methoxybenzoate). As a reaction SMILES: C1(S(CC2C(C(OCC)=O)=C(O)C([C:23]3[CH:27]=[CH:26][O:25][CH:24]=3)=CC=2)(=O)=O)C=CC=CC=1.Br[C:29]1[C:30]([O:50][CH3:51])=[C:31]([C:36]([CH2:39][S:40]([C:43]2[CH:48]=[CH:47][CH:46]=[CH:45][C:44]=2[OH:49])(=[O:42])=[O:41])=[CH:37][CH:38]=1)[C:32]([O:34][CH3:35])=[O:33]>>[O:25]1[CH:26]=[CH:27][C:23]([C:29]2[C:30]([O:50][CH3:51])=[C:31]([C:36]([CH2:39][S:40]([C:43]3[CH:48]=[CH:47][CH:46]=[CH:45][C:44]=3[OH:49])(=[O:42])=[O:41])=[CH:37][CH:38]=2)[C:32]([O:34][CH3:35])=[O:33])=[CH:24]1. Procedure details: Prepared by proceeding in a similar manner to Intermediate 36, starting from methyl 3-bromo-6-(2-hydroxybenzenesulphonylmethyl)-2-methoxybenzoate (Intermediate 138). Starting materials: C1(CCCC1)C[C@@H](C(=O)O)C1=CC=CC=C1 ((R)-3-cyclopentyl-2-phenyl-propionic acid), COC1=CC=C2C(=N1)SC(=N2)N (5-methoxy-thiazolo[5,4-b]pyridin-2-ylamine). Solvent: S(=O)(Cl)Cl (thionyl chloride), N1=CC=CC=C1 (pyridine), C1CCOC1 (THF). Reaction conditions: temperature 50 celsius, time 2 hour. Product: C1(CCCC1)C[C@@H](C(=O)NC=1SC2=NC(=CC=C2N1)OC)C1=CC=CC=C1 ((R)-3-cyclopentyl-N-(5-methoxy-thiazolo[5,4-b]pyridin-2-yl)-2-phenyl-propionamide). RXN SMILES: [CH:1]1([CH2:6][C@H:7]([C:11]2[CH:16]=[CH:15][CH:14]=[CH:13][CH:12]=2)[C:8]([OH:10])=O)[CH2:5][CH2:4][CH2:3][CH2:2]1.[CH3:17][O:18][C:19]1[N:24]=[C:23]2[S:25][C:26]([NH2:28])=[N:27][C:22]2=[CH:21][CH:20]=1>S(Cl)(Cl)=O.C1COCC1.N1C=CC=CC=1>[CH:1]1([CH2:6][C@H:7]([C:11]2[CH:16]=[CH:15][CH:14]=[CH:13][CH:12]=2)[C:8]([NH:28][C:26]2[S:25][C:23]3[C:22]([N:27]=2)=[CH:21][CH:20]=[C:19]([O:18][CH3:17])[N:24]=3)=[O:10])[CH2:2][CH2:3][CH2:4][CH2:5]1. Procedure details: The title D compound, (R)-3-cyclopentyl-2-phenyl-propionic acid (1.66 g, 7.605 mmol) is dissolved in thionyl chloride (15 mL) and heated at 50° C. for 1.5 h. The reaction is then cooled to RT and concentrated to afford a yellow oil. This is dissolved in anhydrous THF (10 mL) and added dropwise to a solution of the title E compound, 5-methoxy-thiazolo[5,4-b]pyridin-2-ylamine (1.38 g, 7.605 mmol) in anhydrous pyridine (10 mL) at 0° C. The reaction is allowed to stir and warm to RT. After 2 h, the ... The reactants are C(CN)N (ethylenediamine), C(=O)(C)C(=O)C (biacetyl). Yields the product CC12C(NCCN1)(NCCN2)C (4a,8a-Dimethyldecahydropyrazino[2,3-b]pyrazine). Yield: 37.0%. Reaction SMILES: [CH2:1]([NH2:4])[CH2:2][NH2:3].[C:5]([C:8]([CH3:10])=O)([CH3:7])=O>>[CH3:7][C:5]12[NH:4][CH2:1][CH2:2][NH:3][C:8]1([CH3:10])[NH:3][CH2:2][CH2:1][NH:4]2. Reported procedure: The compound was prepared in 37% yield by reacting ethylenediamine with biacetyl according to the method of Stetter, Chem. Ber. 86, 69 (1953).